Dataset: the Open Reaction Database (ORD), a public repository of structured organic reaction records. Task: describe an organic reaction: reactants, conditions, products, and yield Reactants: C1=CC=CC=2C3=CC=CC=C3C(C12)COC(NC1=CC=C(C=C1)SC1=C(C=C(C=C1)C(NC1=NC=C(C=C1)Br)=O)N)=O ({4-[2-Amino-4-(5-bromo-pyridin-2-ylcarbamoyl)-phenylsulfanyl]-phenyl}-carbamic acid 9H-fluoren-9-ylmethyl ester), C(#N)C=1C(=NC(=CC1)C(C)C)N=CN(C)C (N′-(3-cyano-6-isopropyl-pyridin-2-yl)-N,N-dimethyl-formamidine). The solvent is C(C)(=O)O (acetic acid). Run at temperature 150 celsius. Product: C1=CC=CC=2C3=CC=CC=C3C(C12)COC(NC1=CC=C(C=C1)SC1=C(C=C(C=C1)C(NC1=NC=C(C=C1)Br)=O)NC=1C2=C(N=CN1)N=C(C=C2)C(C)C)=O ({4-[4-(5-Bromo-pyridin-2-ylcarbamoyl)-2-(7-isopropyl-pyrido[2,3-d]pyrimidin-4-ylamino)-phenylsulfanyl]-phenyl}-carbamic acid 9H-fluoren-9-ylmethyl ester). Yield: 58.2%. As a reaction SMILES: [CH:1]1[C:13]2[CH:12]([CH2:14][O:15][C:16](=[O:42])[NH:17][C:18]3[CH:23]=[CH:22][C:21]([S:24][C:25]4[CH:30]=[CH:29][C:28]([C:31](=[O:40])[NH:32][C:33]5[CH:38]=[CH:37][C:36]([Br:39])=[CH:35][N:34]=5)=[CH:27][C:26]=4[NH2:41])=[CH:20][CH:19]=3)[C:11]3[C:6](=[CH:7][CH:8]=[CH:9][CH:10]=3)[C:5]=2[CH:4]=[CH:3][CH:2]=1.C([C:45]1[C:46]([N:54]=[CH:55][N:56]([CH3:58])C)=[N:47][C:48]([CH:51]([CH3:53])[CH3:52])=[CH:49][CH:50]=1)#N>C(O)(=O)C>[CH:1]1[C:13]2[CH:12]([CH2:14][O:15][C:16](=[O:42])[NH:17][C:18]3[CH:19]=[CH:20][C:21]([S:24][C:25]4[CH:30]=[CH:29][C:28]([C:31](=[O:40])[NH:32][C:33]5[CH:38]=[CH:37][C:36]([Br:39])=[CH:35][N:34]=5)=[CH:27][C:26]=4[NH:41][C:58]4[C:45]5[CH:50]=[CH:49][C:48]([CH:51]([CH3:52])[CH3:53])=[N:47][C:46]=5[N:54]=[CH:55][N:56]=4)=[CH:22][CH:23]=3)[C:11]3[C:6](=[CH:7][CH:8]=[CH:9][CH:10]=3)[C:5]=2[CH:4]=[CH:3][CH:2]=1. Procedure: A mixture of the product from Example 17D (23.9 g, 37.4 mmol) and N′-(3-cyano-6-isopropyl-pyridin-2-yl)-N,N-dimethyl-formamidine (9.71 g, 44.9 mmol, 1.2 eq) in 450 mL of glacial acetic acid was heated in an oil bath at 150° C. for 2 h and then cooled to room temperature. The reaction mixture was evaporated in vacuo and the residue was dissolved in approximately 70 mL of dichloromethane. This material was purified by silica gel chromatography using a Biotage Flash 75M cartridge, eluting first wit...